describe an organic reaction: reactants, conditions, products, and yield From a dataset of the Open Reaction Database (ORD), a public repository of structured organic reaction records. Reactants: CC([O-])=S, CS(=O)(=O)C1CCN(Cc2ccc(Oc3ccccc3)cc2)C1=O, CN(C)C=O, CCOC(C)=O, [K+]. Product: CC(=O)SC1CCN(Cc2ccc(Oc3ccccc3)cc2)C1=O. Reaction SMILES: [C:25]([CH3:26])(=[S:27])[O-:28].[CH3:1][S:2](=[O:3])(=[O:4])[CH:5]1[C:6](=[O:24])[N:7]([CH2:10][c:11]2[cH:12][cH:13][c:14]([O:17][c:18]3[cH:19][cH:20][cH:21][cH:22][cH:23]3)[cH:15][cH:16]2)[CH2:8][CH2:9]1.[CH3:30][N:31]([CH3:32])[CH:33]=[O:34].[CH3:35][CH2:36][O:37][C:38](=[O:39])[CH3:40].[K+:29]>>[CH:5]1([S:27][C:25]([CH3:26])=[O:28])[C:6](=[O:24])[N:7]([CH2:10][c:11]2[cH:12][cH:13][c:14]([O:17][c:18]3[cH:19][cH:20][cH:21][cH:22][cH:23]3)[cH:15][cH:16]2)[CH2:8][CH2:9]1. Starting materials: COc1cccc(NC(=O)c2ccc(OCC(C)C)c(C#N)c2)c1, COc1ccc(P2(=S)SP(=S)(c3ccc(OC)cc3)S2)cc1, Cc1ccccc1. Product: COc1cccc(NC(=S)c2ccc(OCC(C)C)c(C#N)c2)c1. RXN SMILES: [C:1](#[N:2])[c:3]1[cH:4][c:5]([C:6](=[O:7])[NH:8][c:9]2[cH:10][c:11]([O:15][CH3:16])[cH:12][cH:13][cH:14]2)[cH:17][cH:18][c:19]1[O:20][CH2:21][CH:22]([CH3:23])[CH3:24].[CH3:25][O:26][c:27]1[cH:28][cH:29][c:30]([P:31]2(=[S:34])[S:32][P:33]([c:35]3[cH:36][cH:37][c:38]([O:39][CH3:40])[cH:41][cH:42]3)(=[S:43])[S:44]2)[cH:45][cH:46]1.[CH3:47][c:48]1[cH:49][cH:50][cH:51][cH:52][cH:53]1>>[C:1](#[N:2])[c:3]1[cH:4][c:5]([C:6]([NH:8][c:9]2[cH:10][c:11]([O:15][CH3:16])[cH:12][cH:13][cH:14]2)=[S:34])[cH:17][cH:18][c:19]1[O:20][CH2:21][CH:22]([CH3:23])[CH3:24].